This data is from the Open Reaction Database (ORD), a public repository of structured organic reaction records. The task is: describe an organic reaction: reactants, conditions, products, and yield Starting materials: CCCCCC1C=C(Cl)C=CN1C(=O)OC(C)(C)C, [Li]CCCC, C1CCOC1, CI, O. Product: CCCCCC1C=C(Cl)C=C(C)N1C(=O)OC(C)(C)C. As a reaction SMILES: [C:1]([CH3:2])([CH3:3])([CH3:4])[O:5][C:6](=[O:7])[N:8]1[CH:9]([CH2:15][CH2:16][CH2:17][CH2:18][CH3:19])[CH:10]=[C:11]([Cl:14])[CH:12]=[CH:13]1.[CH2:20]([Li:21])[CH2:22][CH2:23][CH3:24].[CH2:28]1[O:29][CH2:30][CH2:31][CH2:32]1.[I:25][CH3:26].[OH2:27]>>[C:1]([CH3:2])([CH3:3])([CH3:4])[O:5][C:6](=[O:7])[N:8]1[CH:9]([CH2:15][CH2:16][CH2:17][CH2:18][CH3:19])[CH:10]=[C:11]([Cl:14])[CH:12]=[C:13]1[CH3:20]. Reactants: C(C)(C)OC(N[C@H]1CC2=C(NC=3C=CC(=CC23)C#N)C1)=O (((S)-7-cyano-1,2,3,4-tetrahydro-cyclopenta[b]indol-2-yl)-carbamic acid isopropyl ester), C([O-])([O-])=O.[Cs+].[Cs+] (cesium carbonate), COC1=C(CCl)C=CC=C1 (2-methoxybenzyl chloride). Run in O (water), CN(C)C=O (DMF). Conditions: temperature 50 celsius. Yields the product C(C)(C)OC(N[C@H]1CC2=C(N(C=3C=CC(=CC23)C#N)CC2=C(C=CC=C2)OC)C1)=O ([(S)-7-Cyano-4-(2-methoxy-benzyl)-1,2,3,4-tetrahydro-cyclopenta[b]indol-2-yl]-carbamic acid isopropyl ester). Yield: 98.3%. As a reaction SMILES: [CH:1]([O:4][C:5](=[O:21])[NH:6][C@@H:7]1[CH2:20][C:10]2[NH:11][C:12]3[CH:13]=[CH:14][C:15]([C:18]#[N:19])=[CH:16][C:17]=3[C:9]=2[CH2:8]1)([CH3:3])[CH3:2].C(=O)([O-])[O-].[Cs+].[Cs+].[CH3:28][O:29][C:30]1[CH:37]=[CH:36][CH:35]=[CH:34][C:31]=1[CH2:32]Cl>CN(C=O)C.O>[CH:1]([O:4][C:5](=[O:21])[NH:6][C@@H:7]1[CH2:20][C:10]2[N:11]([CH2:32][C:31]3[CH:34]=[CH:35][CH:36]=[CH:37][C:30]=3[O:29][CH3:28])[C:12]3[CH:13]=[CH:14][C:15]([C:18]#[N:19])=[CH:16][C:17]=3[C:9]=2[CH2:8]1)([CH3:3])[CH3:2] |f:1.2.3|. Reported procedure: A mixture of ((S)-7-cyano-1,2,3,4-tetrahydro-cyclopenta[b]indol-2-yl)-carbamic acid isopropyl ester (2.0 g, 7.06 mmol) and cesium carbonate (3.22 g, 9.88 mmol) in DMF (40 mL) is treated with 2-methoxybenzyl chloride (1.16 g, 7.41 mmol). The reaction is heated at 50° C. for 18 h. The reaction is cooled to room temperature and diluted with water (300 mL). The white solid is collected and washed with water. The solid is dried in a 40° C. vacuum oven. After drying, 2.80 g (98%) product is obtained a... The reactants are CI, O=c1[nH]c2ccc(F)cc2c(=O)o1, [H-], [Na+], CN(C)C=O. Yields the product Cn1c(=O)oc(=O)c2cc(F)ccc21. RXN SMILES: [CH3:16][I:17].[F:3][c:4]1[cH:5][cH:6][c:7]2[c:8]([c:9](=[O:14])[o:10][c:11](=[O:13])[nH:12]2)[cH:15]1.[H-:2].[Na+:1].[O:18]=[CH:19][N:20]([CH3:21])[CH3:22]>>[F:3][c:4]1[cH:5][cH:6][c:7]2[c:8]([c:9](=[O:14])[o:10][c:11](=[O:13])[n:12]2[CH3:16])[cH:15]1. Reactants: C=CC(=O)OCCCCCCCCOc1ccc(C(=O)Oc2ccc(C=O)cc2)cc1, CC(C)=O, O. Yields the product C=CC(=O)OCCCCCCCCOc1ccc(C(=O)Oc2ccc(C(=O)O)cc2)cc1. Reaction SMILES: [C:1]([CH:2]=[CH2:3])(=[O:4])[O:5][CH2:6][CH2:7][CH2:8][CH2:9][CH2:10][CH2:11][CH2:12][CH2:13][O:14][c:15]1[cH:16][cH:17][c:18]([C:21](=[O:22])[O:23][c:24]2[cH:25][cH:26][c:27]([CH:28]=[O:29])[cH:30][cH:31]2)[cH:19][cH:20]1.[CH3:33][C:34](=[O:35])[CH3:36].[OH2:32]>>[C:1]([CH:2]=[CH2:3])(=[O:4])[O:5][CH2:6][CH2:7][CH2:8][CH2:9][CH2:10][CH2:11][CH2:12][CH2:13][O:14][c:15]1[cH:16][cH:17][c:18]([C:21](=[O:22])[O:23][c:24]2[cH:25][cH:26][c:27]([C:28](=[O:29])[OH:32])[cH:30][cH:31]2)[cH:19][cH:20]1. The reactants are N1(CCCC1)CCOC1=CC=C(CC=2C3=C(SC2C2=CC=C(C=C2)O)C=CC=C3)C=C1 (4-[3-[4-[2-(1-Pyrrolidinyl)ethoxy]benzyl]benzo[b]thiophen-2-yl]phenol), C(C)(C)[Si](C(C)C)(C(C)C)O[Si](C(C)C)(C(C)C)C(C)C (triisopropylsilyl ether), C(=O)([O-])[O-].[Cs+].[Cs+] (Cs2CO3), O (water). Run in CN(C)C=O (DMF). Reaction conditions: temperature 70 celsius, time 0.5 hour. The product is C(C(=O)O)(=O)O.N1(CCCC1)CCOC1=CC=C(CC=2C3=C(SC2C2=CC=C(OCCCO)C=C2)C=CC=C3)C=C1 (3-[4-[3-[4-[2-(1-Pyrrolidinyl)ethoxy]benzyl]benzo[b]thiophen-2-yl]phenoxy]propanol Oxalate). Reaction SMILES: [N:1]1([CH2:6][CH2:7][O:8][C:9]2[CH:31]=[CH:30][C:12]([CH2:13][C:14]3[C:15]4[CH:29]=[CH:28][CH:27]=[CH:26][C:16]=4[S:17][C:18]=3[C:19]3[CH:24]=[CH:23][C:22]([OH:25])=[CH:21][CH:20]=3)=[CH:11][CH:10]=2)[CH2:5][CH2:4][CH2:3][CH2:2]1.[CH:32]([Si]([O:42][Si](C(C)C)(C(C)C)C(C)C)(C(C)C)C(C)C)([CH3:34])[CH3:33].[C:53]([O-:56])([O-:55])=[O:54].[Cs+].[Cs+].O>CN(C=O)C>[C:22]([OH:25])(=[O:42])[C:53]([OH:56])=[O:55].[N:1]1([CH2:6][CH2:7][O:8][C:9]2[CH:31]=[CH:30][C:12]([CH2:13][C:14]3[C:15]4[CH:29]=[CH:28][CH:27]=[CH:26][C:16]=4[S:17][C:18]=3[C:19]3[CH:24]=[CH:23][C:22]([O:25][CH2:33][CH2:32][CH2:34][OH:54])=[CH:21][CH:20]=3)=[CH:11][CH:10]=2)[CH2:2][CH2:3][CH2:4][CH2:5]1 |f:2.3.4,7.8|. Reported procedure: 4-[3-[4-[2-(1-Pyrrolidinyl)ethoxy]benzyl]benzo[b]thiophen-2-yl]phenol (0.25 g; 0.58 mmol), 0.21 g (0.70 mmol) of the triisopropylsilyl ether prepared above and Cs2CO3 (1.33 g; 4.07 mmol) were combined in 5 mL of DMF in a flame-dried, argon-filled flask and heated in an oil bath maintained at 70° C. for 2 h. After cooling to room temperature, water was added (25 mL) and extraction was carried out with EtOAc (4×25 mL). The combined organics were dried by passage through Na2SO4. The triisopropylsil... Starting materials: C(=O)(C(F)(F)F)O (TFA), ice, C(C1=CC=CC=C1)(=O)N[C@H]1CCC(N2N(C1=O)[C@@H](CCC2)C(=O)OC(C)(C)C)=O ((1S, 9S) t-Butyl 9-benzoylamino-6,10-dioxo-1,2,3,4,7,8,9,10-octahydro-6H-pyridazino[1,2-a][1,2]diazepine-1-carboxylate). Solvent: C(Cl)Cl (CH2Cl2). Reaction conditions: time 1.5 hour. The product is C(C1=CC=CC=C1)(=O)N[C@H]1CCC(N2N(C1=O)[C@@H](CCC2)C(=O)O)=O ((1S, 9S) 9-Benzoylamino-6,10-dioxo-1,2,3,4,7,8,9,10-octahydro-6H-pyridazino[1,2-a][1,2]-diazepine-1-carboxylic acid). The yield is 85.4%. RXN SMILES: C(O)(C(F)(F)F)=O.[C:8]([NH:16][C@@H:17]1[C:23](=[O:24])[N:22]2[C@H:25]([C:29]([O:31]C(C)(C)C)=[O:30])[CH2:26][CH2:27][CH2:28][N:21]2[C:20](=[O:36])[CH2:19][CH2:18]1)(=[O:15])[C:9]1[CH:14]=[CH:13][CH:12]=[CH:11][CH:10]=1>C(Cl)Cl>[C:8]([NH:16][C@@H:17]1[C:23](=[O:24])[N:22]2[C@H:25]([C:29]([OH:31])=[O:30])[CH2:26][CH2:27][CH2:28][N:21]2[C:20](=[O:36])[CH2:19][CH2:18]1)(=[O:15])[C:9]1[CH:14]=[CH:13][CH:12]=[CH:11][CH:10]=1. Procedure: TFA (20 ml) was added to an ice cold stirred solution of the t-butyl ester 211e (4.15 g, 10.34 mmol) in dry CH2Cl2 (20 ml). The mixture was kept cold for 1.5 h then left for 2.5 h at rt, concentrated. TFA was removed by repeated concentrations of CH2Cl2 ether and ether solutions of the residue. Finally trituration of the residue with ether afforded 212e 3.05 g (85%) of a white glassy solid: mp 118°-126° C.; [α]D24 -70.5° (c 0.1, CH2Cl2). IR (KBr) 3361, 2943, 1737, 1659, 1537, 1426, 1220, 1174; 1... The reactants are CCc1cc(-c2cccs2)c(C)nc1OC, CC#N, C[Si](C)(C)Cl, [I-], [K+], O. Product: CCc1cc(-c2cccs2)c(C)[nH]c1=O. As a reaction SMILES: [CH2:1]([CH3:2])[c:3]1[c:4]([O:15][CH3:16])[n:5][c:6]([CH3:14])[c:7](-[c:9]2[s:10][cH:11][cH:12][cH:13]2)[cH:8]1.[CH3:19][C:20]#[N:21].[Cl:22][Si:23]([CH3:24])([CH3:25])[CH3:26].[I-:18].[K+:17].[OH2:27]>>[CH2:1]([CH3:2])[c:3]1[c:4](=[O:15])[nH:5][c:6]([CH3:14])[c:7](-[c:9]2[s:10][cH:11][cH:12][cH:13]2)[cH:8]1.